This data is from the Open Reaction Database (ORD), a public repository of structured organic reaction records. The task is: describe an organic reaction: reactants, conditions, products, and yield The reactants are ClCCl, C=Cc1nc(CCC)n(Cc2ccc(-c3ccccc3-c3nnnn3C(c3ccccc3)(c3ccccc3)c3ccccc3)cc2)c1CO. Product: C=Cc1nc(CCC)n(Cc2ccc(-c3ccccc3-c3nnnn3C(c3ccccc3)(c3ccccc3)c3ccccc3)cc2)c1C=O. As a reaction SMILES: [CH2:50]([Cl:51])[Cl:52].[OH:1][CH2:2][c:3]1[c:4]([CH:48]=[CH2:49])[n:5][c:6]([CH2:45][CH2:46][CH3:47])[n:7]1[CH2:8][c:9]1[cH:10][cH:11][c:12](-[c:15]2[c:16](-[c:21]3[n:22][n:23][n:24][n:25]3[C:26]([c:27]3[cH:28][cH:29][cH:30][cH:31][cH:32]3)([c:33]3[cH:34][cH:35][cH:36][cH:37][cH:38]3)[c:39]3[cH:40][cH:41][cH:42][cH:43][cH:44]3)[cH:17][cH:18][cH:19][cH:20]2)[cH:13][cH:14]1>>[O:1]=[CH:2][c:3]1[c:4]([CH:48]=[CH2:49])[n:5][c:6]([CH2:45][CH2:46][CH3:47])[n:7]1[CH2:8][c:9]1[cH:10][cH:11][c:12](-[c:15]2[c:16](-[c:21]3[n:22][n:23][n:24][n:25]3[C:26]([c:27]3[cH:28][cH:29][cH:30][cH:31][cH:32]3)([c:33]3[cH:34][cH:35][cH:36][cH:37][cH:38]3)[c:39]3[cH:40][cH:41][cH:42][cH:43][cH:44]3)[cH:17][cH:18][cH:19][cH:20]2)[cH:13][cH:14]1.